This data is from the Open Reaction Database (ORD), a public repository of structured organic reaction records. The task is: describe an organic reaction: reactants, conditions, products, and yield Starting materials: C1(CCCC2=CC=CC=C12)N (1,2,3,4-tetrahydro-1-naphthylamine), O1C(CN2C(C=3C(C2=O)=CC=CC3)=O)C1 (N-(2,3-epoxypropyl)phthalimide). Run in ClC1=C(C=CC=C1)Cl (o-dichlorobenzene). Reaction conditions: temperature 150 celsius, time 4 hour. Yields the product OC(CN1C(C=2C(C1=O)=CC=CC2)=O)CNC2CCCC1=CC=CC=C21 (N-[2-hydroxy-3-(1,2,3,4-tetrahydro-1-naphthylamino)propyl]phthalimide). The yield is 45.3%. Reaction SMILES: [CH:1]1([NH2:11])[C:10]2[C:5](=[CH:6][CH:7]=[CH:8][CH:9]=2)[CH2:4][CH2:3][CH2:2]1.[O:12]1[CH2:26][CH:13]1[CH2:14][N:15]1[C:19](=[O:20])[C:18]2=[CH:21][CH:22]=[CH:23][CH:24]=[C:17]2[C:16]1=[O:25]>ClC1C=CC=CC=1Cl>[OH:12][CH:13]([CH2:26][NH:11][CH:1]1[C:10]2[C:5](=[CH:6][CH:7]=[CH:8][CH:9]=2)[CH2:4][CH2:3][CH2:2]1)[CH2:14][N:15]1[C:19](=[O:20])[C:18]2=[CH:21][CH:22]=[CH:23][CH:24]=[C:17]2[C:16]1=[O:25]. Reported procedure: To a solution of 1,2,3,4-tetrahydro-1-naphthylamine (99 mg, 0.68 mmol) in o-dichlorobenzene (1 ml) was added N-(2,3-epoxypropyl)phthalimide (137 mg, 0.68 mmol), and the mixture was stirred at 150° C. for 4 h. The reaction mixture was chromatographed on silica gel (eluting with 0.5% methanol/chloroform) to afford N-[2-hydroxy-3-(1,2,3,4-tetrahydro-1-naphthylamino)propyl]phthalimide (108 mg, 47%): MS(ES+) m/e 351 [M+H]+; 1H NMR (400 MHz, CDCl3) δ 7.78 (m, 2H), 7.66 (m, 2H), 7.36 (m, 1H), 7.10 (m, ... The reactants are COC(=O)C=1C=C(C=C(C1)I)C1=CC=C(C=C1)C (5-Iodo-4′-methyl-biphenyl-3-carboxylic acid methyl ester), [OH-].[Na+] (NaOH), Cl (HCl). Run in CO (methanol). Run at time 48 hour. Product: IC=1C=C(C=C(C1)C1=CC=C(C=C1)C)C(=O)O (5-iodo-4′-methyl-biphenyl-3-carboxylic acid). As a reaction SMILES: C[O:2][C:3]([C:5]1[CH:6]=[C:7]([C:12]2[CH:17]=[CH:16][C:15]([CH3:18])=[CH:14][CH:13]=2)[CH:8]=[C:9]([I:11])[CH:10]=1)=[O:4].[OH-].[Na+].Cl>CO>[I:11][C:9]1[CH:10]=[C:5]([C:3]([OH:4])=[O:2])[CH:6]=[C:7]([C:12]2[CH:13]=[CH:14][C:15]([CH3:18])=[CH:16][CH:17]=2)[CH:8]=1 |f:1.2|. Procedure: 5-Iodo-4′-methyl-biphenyl-3-carboxylic acid methyl ester (280 mg, 0.8 mmol) was added to a mixture of methanol (4 mL) and 2M aqueous NaOH (2 mL). The mixture was stirred for 48 hours at room temperature, then neutralized by addition of 1M aqueous HCl. Solvent was removed under reduced pressure and the mixture was coevaporated twice with toluene to give crude 5-iodo-4′-methyl-biphenyl-3-carboxylic acid, which was used directly in the next step. The reactants are C(C)(=O)OC=1C=C(N(CC)CCOC(C)=O)C=CC1C=O (3-acetoxy-N-(2-acetoxyethyl)-N-ethyl-4-formylaniline), [OH-].[Na+] (sodium hydroxide). Solvent: CO (methanol), O (water). Reaction conditions: time 8 hour. Yields the product C(C)N(C1=CC(=C(C=C1)C=O)O)CCO (N-Ethyl-N-(2-hydroxyethyl)-4-formyl-3-hydroxyaniline). The yield is 96.5%. Reaction SMILES: C([O:4][C:5]1[CH:6]=[C:7]([CH:17]=[CH:18][C:19]=1[CH:20]=[O:21])[N:8]([CH2:11][CH2:12][O:13]C(=O)C)[CH2:9][CH3:10])(=O)C.[OH-].[Na+]>CO.O>[CH2:9]([N:8]([CH2:11][CH2:12][OH:13])[C:7]1[CH:17]=[CH:18][C:19]([CH:20]=[O:21])=[C:5]([OH:4])[CH:6]=1)[CH3:10] |f:1.2|. Procedure: To a solution of 29.8 g (0.1 mole) of 3-acetoxy-N-(2-acetoxyethyl)-N-ethyl-4-formylaniline in 175 mL of methanol was added a solution of 17.5 g of sodium hydroxide in 175 mL of water. The mixture was stirred at room temperature overnight. Most of the methanol in the reaction mixture was evaporated with a rotary evaporator and the residue was diluted to 300 mL with water. The pH was adjusted to 6.5-7.0 by adding conc. HC1 (ca. 15-20 mL) slowly. The mixture was then extracted with ether (400 mL×3)...